Dataset: the Open Reaction Database (ORD), a public repository of structured organic reaction records. Task: describe an organic reaction: reactants, conditions, products, and yield Solvent: C(C)(=O)O (acetic acid). Starting materials: CC1=C(C=CC=C1)N1/C(/SCC1=O)=N/C(C)C (3-(2-methylphenyl)-2-[(Z)-isopropylimino]-thiazolidin-4-one), O1CCOC2=C1C=CC(=C2)C=O (2,3-dihydro-benzo[1,4]dioxine-6-carbaldehyde), C(C)(=O)[O-].[Na+] (sodium acetate). Reaction SMILES: [CH3:1][C:2]1[CH:7]=[CH:6][CH:5]=[CH:4][C:3]=1[N:8]1[C:12](=[O:13])[CH2:11][S:10]/[C:9]/1=[N:14]\[CH:15]([CH3:17])[CH3:16].[O:18]1[C:23]2[CH:24]=[CH:25][C:26]([CH:28]=O)=[CH:27][C:22]=2[O:21][CH2:20][CH2:19]1.C([O-])(=O)C.[Na+]>C(O)(=O)C>[O:18]1[C:23]2[CH:24]=[CH:25][C:26](/[CH:28]=[C:11]3/[C:12](=[O:13])[N:8]([C:3]4[CH:4]=[CH:5][CH:6]=[CH:7][C:2]=4[CH3:1])/[C:9](=[N:14]/[CH:15]([CH3:17])[CH3:16])/[S:10]/3)=[CH:27][C:22]=2[O:21][CH2:20][CH2:19]1 |f:2.3|. Reported procedure: A solution of 3-(2-methylphenyl)-2-[(Z)-isopropylimino]-thiazolidin-4-one (50 mg, 0.200 mmol), 2,3-dihydro-benzo[1,4]dioxine-6-carbaldehyde (49 mg, 0.300 mmol) and sodium acetate (33 mg, 0.400 mmol) in acetic acid (1 mL) is stirred at 110° C. for 5 h. The reaction mixture is cooled to rt and subjected to prep. HPLC purification. The product containing fractions are evaporated and dried to give 5-(2,3-dihydro-benzo[1,4]dioxin-6-ylmeth-(Z)-ylidene)-2-[(Z)-isopropylimino]-3-o-tolyl-thiazolidin-4-on... Yields the product O1CCOC2=C1C=CC(=C2)\C=C/2\C(N(/C(/S2)=N/C(C)C)C2=C(C=CC=C2)C)=O (5-(2,3-dihydro-benzo[1,4]dioxin-6-ylmeth-(Z)-ylidene)-2-[(Z)-isopropylimino]-3-o-tolyl-thiazolidin-4-one). Starting materials: ClCC(=O)N1C=2C(C(NC3=C1C=CC=C3)=O)=CSC2 (4-(chloroacetyl)-4,9-dihydro-10H-thieno[3,4-b][1,5]benzodiazepin-10-one), N1(CCCC1)CC1NCCCC1 (2-[(1-pyrrolidinyl)methyl]piperidine). Run in C(C)#N (acetonitrile). Product: N1(CCCC1)CC1N(CCCC1)CC(=O)N1C=2C(C(NC3=C1C=CC=C3)=O)=CSC2 (4,9-Dihydro-4-[[2-[(1-pyrrolidinyl)methyl]-1-piperidinyl]-acetyl]-10H-thieno[3,4-b][1,5]benzodiazepin-10-one). RXN SMILES: Cl[CH2:2][C:3]([N:5]1[C:11]2[CH:12]=[CH:13][CH:14]=[CH:15][C:10]=2[NH:9][C:8](=[O:16])[C:7]2=[CH:17][S:18][CH:19]=[C:6]12)=[O:4].[N:20]1([CH2:25][CH:26]2[CH2:31][CH2:30][CH2:29][CH2:28][NH:27]2)[CH2:24][CH2:23][CH2:22][CH2:21]1>C(#N)C>[N:20]1([CH2:25][CH:26]2[CH2:31][CH2:30][CH2:29][CH2:28][N:27]2[CH2:2][C:3]([N:5]2[C:11]3[CH:12]=[CH:13][CH:14]=[CH:15][C:10]=3[NH:9][C:8](=[O:16])[C:7]3=[CH:17][S:18][CH:19]=[C:6]23)=[O:4])[CH2:24][CH2:23][CH2:22][CH2:21]1. Procedure details: The title compound is prepared analogously to Example 2 from 4-(chloroacetyl)-4,9-dihydro-10H-thieno[3,4-b][1,5]benzodiazepin-10-one and 2-[(1-pyrrolidinyl)methyl]piperidine to give colorless crystals, Mp. 205°-207° C. (acetonitrile/activated charcoal). Starting materials: CC1(c2ccc([N+](=O)[O-])c(Oc3c(Cl)cc(Cl)cc3Cl)c2)OCCO1, CC(C)=O. The product is CC(=O)c1ccc([N+](=O)[O-])c(Oc2c(Cl)cc(Cl)cc2Cl)c1. RXN SMILES: [CH3:1][C:2]1([c:7]2[cH:8][c:9]([O:16][c:17]3[c:18]([Cl:25])[cH:19][c:20]([Cl:24])[cH:21][c:22]3[Cl:23])[c:10]([N+:13](=[O:14])[O-:15])[cH:11][cH:12]2)[O:3][CH2:6][CH2:5][O:4]1.[CH3:26][C:27](=[O:28])[CH3:29]>>[CH3:1][C:2](=[O:3])[c:7]1[cH:8][c:9]([O:16][c:17]2[c:18]([Cl:25])[cH:19][c:20]([Cl:24])[cH:21][c:22]2[Cl:23])[c:10]([N+:13](=[O:14])[O-:15])[cH:11][cH:12]1.